From a dataset of the Open Reaction Database (ORD), a public repository of structured organic reaction records. describe an organic reaction: reactants, conditions, products, and yield Starting materials: ClC=1C=C(OC2CCN(CC2)CCN)C=CC1Cl (2-[4-(3,4-dichlorophenoxy)-1-piperidinyl]ethylamine), NC=1C=C(C(=O)O)C=CC1 (3-aminobenzoic acid). Product: NC=1C=C(C(=O)NCCN2CCC(CC2)OC2=CC(=C(C=C2)Cl)Cl)C=CC1 (3-amino-N-{2-[4-(3,4-dichlorophenoxy)-1-piperidinyl]ethyl}benzamide). Reaction SMILES: [Cl:1][C:2]1[CH:3]=[C:4]([CH:15]=[CH:16][C:17]=1[Cl:18])[O:5][CH:6]1[CH2:11][CH2:10][N:9]([CH2:12][CH2:13][NH2:14])[CH2:8][CH2:7]1.[NH2:19][C:20]1[CH:21]=[C:22]([CH:26]=[CH:27][CH:28]=1)[C:23](O)=[O:24]>>[NH2:19][C:20]1[CH:21]=[C:22]([CH:26]=[CH:27][CH:28]=1)[C:23]([NH:14][CH2:13][CH2:12][N:9]1[CH2:8][CH2:7][CH:6]([O:5][C:4]2[CH:15]=[CH:16][C:17]([Cl:18])=[C:2]([Cl:1])[CH:3]=2)[CH2:11][CH2:10]1)=[O:24]. Reported procedure: Prepared in a similar manner to the method of Example 14, Step b using the product from Example 3, Step b and 3-aminobenzoic acid to give the sub-title product (0.183 g). Reactants: CCOC(=O)C(=O)Nc1cccc(-c2nc(-c3ccc(S(=O)(=O)Nc4cccc(NC(=O)C5(C)CC5)c4)cc3)no2)n1, Cl, [Na+], C1COCCO1, [OH-]. Yields the product CC1(C(=O)Nc2cccc(NS(=O)(=O)c3ccc(-c4noc(-c5cccc(NC(=O)C(=O)O)n5)n4)cc3)c2)CC1. As a reaction SMILES: [CH3:1][C:2]1([C:5](=[O:6])[NH:7][c:8]2[cH:9][c:10]([NH:14][S:15](=[O:16])(=[O:17])[c:18]3[cH:19][cH:20][c:21](-[c:24]4[n:25][o:26][c:27](-[c:29]5[cH:30][cH:31][cH:32][c:33]([NH:35][C:36]([C:37](=[O:38])[O:39][CH2:40][CH3:41])=[O:42])[n:34]5)[n:28]4)[cH:22][cH:23]3)[cH:11][cH:12][cH:13]2)[CH2:3][CH2:4]1.[ClH:45].[Na+:44].[O:46]1[CH2:47][CH2:48][O:49][CH2:50][CH2:51]1.[OH-:43]>>[CH3:1][C:2]1([C:5](=[O:6])[NH:7][c:8]2[cH:9][c:10]([NH:14][S:15](=[O:16])(=[O:17])[c:18]3[cH:19][cH:20][c:21](-[c:24]4[n:25][o:26][c:27](-[c:29]5[cH:30][cH:31][cH:32][c:33]([NH:35][C:36]([C:37](=[O:38])[OH:39])=[O:42])[n:34]5)[n:28]4)[cH:22][cH:23]3)[cH:11][cH:12][cH:13]2)[CH2:3][CH2:4]1. Yields the product ClC=1C(=C(C(=CC1OC(C(C)(C)C)=O)C)O)C (3-Chloro-2,6-dimethyl-4-pivaloyloxyphenol). Procedure details: To a mixture of 5.91 g of 2-chloro-3,5-dimethylbenzene-1,4-diol, 8.13 g of pyridine and 30 ml of dichloromethane, 10 ml of a dichloromethane solution containing 4.54 g of pivaloyl chloride were added dropwise under ice cooling, followed by stirring at the same temperature for one hour and at room temperature for 90 minutes. The reaction mixture was concentrated by evaporation. Water was added to the concentrate and the mixture was extracted with ethyl acetate. The extract was dried over anhydrou... Reaction SMILES: [Cl:1][C:2]1[C:7]([CH3:8])=[C:6]([OH:9])[C:5]([CH3:10])=[CH:4][C:3]=1[OH:11].N1C=CC=CC=1.[C:18](Cl)(=[O:23])[C:19]([CH3:22])([CH3:21])[CH3:20]>ClCCl>[Cl:1][C:2]1[C:7]([CH3:8])=[C:6]([OH:9])[C:5]([CH3:10])=[CH:4][C:3]=1[O:11][C:18](=[O:23])[C:19]([CH3:22])([CH3:21])[CH3:20]. Isolated yield 91.2%. Run at time 90 minute. Reactants: ClC1=C(C=C(C(=C1C)O)C)O (2-chloro-3,5-dimethylbenzene-1,4-diol), N1=CC=CC=C1 (pyridine), C(C(C)(C)C)(=O)Cl (pivaloyl chloride). The solvent is ClCCl (dichloromethane), ClCCl (dichloromethane). As a reaction SMILES: [CH3:1][S:2](Cl)(=[O:4])=[O:3].[F:6][C:7]([F:33])([F:32])[C:8]1[CH:9]=[C:10]([CH:29]=[CH:30][CH:31]=1)[CH2:11][N:12]1[CH2:16][C@H:15]2[C@H:17]([NH:20][C:21](=[O:28])[C@H:22]([CH2:24][CH:25]([CH3:27])[CH3:26])[NH2:23])[CH2:18][CH2:19][C@H:14]2[CH2:13]1.CN[C@H:36]([C:41](N[C@@H]1[C@H]2[C@H](CN(CC3C=CC=C(C(F)(F)F)C=3)C2)CC1)=O)[CH2:37]C(C)C>>[CH2:1]([S:2]([NH:23][C@H:22]([C:21]([NH:20][C@H:17]1[C@H:15]2[C@H:14]([CH2:13][N:12]([CH2:11][C:10]3[CH:29]=[CH:30][CH:31]=[C:8]([C:7]([F:32])([F:6])[F:33])[CH:9]=3)[CH2:16]2)[CH2:19][CH2:18]1)=[O:28])[CH2:24][CH:25]([CH3:26])[CH3:27])(=[O:4])=[O:3])[CH:36]([CH3:41])[CH3:37]. The reactants are CS(=O)(=O)Cl (methanesulfonyl chloride), FC(C=1C=C(CN2C[C@H]3[C@@H](C2)[C@@H](CC3)NC([C@@H](N)CC(C)C)=O)C=CC1)(F)F (N1-{(3aS,4R,6aR)-2-[3-(trifluoromethyl)benzyl]octahydrocyclopenta[c]pyrrol-4-yl}-L-leucinamide), CN[C@@H](CC(C)C)C(=O)N[C@H]1CC[C@H]2CN(C[C@H]21)CC2=CC(=CC=C2)C(F)(F)F (N2-methyl-N1-{(3aS,4S,6aR)-2-[3-(trifluoromethyl)benzyl]octahydrocyclopenta[c]pyrrol-4-yl}-L-leucinamide). Yields the product C(C(C)C)S(=O)(=O)N[C@@H](CC(C)C)C(=O)N[C@@H]1CC[C@H]2CN(C[C@H]21)CC2=CC(=CC=C2)C(F)(F)F (N2-(isobutylsulfonyl)-N1-{(3aS,4R,6aR)-2-[3-(trifluoromethyl)benzyl]octahydrocyclopenta[c]pyrrol-4-yl}-L-leucinamide). Procedure details: The title compound was prepared by substituting 2-methylpropane-1-sulfonyl chloride for methanesulfonyl chloride and N1-{(3aS,4R,6aR)-2-[3-(trifluoromethyl)benzyl]octahydrocyclopenta[c]pyrrol-4-yl}-L-leucinamide from Example 170 Step B for N2-methyl-N1-{(3aS,4S,6aR)-2-[3-(trifluoromethyl)benzyl]octahydrocyclopenta[c]pyrrol-4-yl}-L-leucinamide in the procedure described in Example 167: 1H NMR (500 MHz, pyridine-d5) δ ppm 9.34 (d, J=9.3, 1H), 9.20 (d, J=7.4, 1H), 7.77 (s, 1H), 7.62 (d, J=7.6, 1H),... Starting materials: FC1=C(C=CC(=C1)F)[C@]([C@@H](C)S[C@H]1CO[C@@H](OC1)C=1C=C2C=CC(=CC2=CC1)C(=O)OC)(CN1N=CN=C1)O (methyl 6-[trans-5-[[(1R,2R)-2-(2,4-difluorophenyl)-2-hydroxy-1-methyl-3-(1H-1,2,4-triazol-1-yl)propyl]thio]-1,3-dioxan-2-yl]-2-naphthalenecarboxylate), 80C, C[Al](C)C (Trimethylaluminium), NC1=CC=C(C#N)C=C1 (4-aminobenzonitrile), C(=O)([O-])C(O)C(O)C(=O)[O-].[Na+].[K+] (potassium sodium (+)-tartrate). Run in C1(=CC=CC=C1)C (toluene), C1(=CC=CC=C1)C (toluene), O (water). The product is C(#N)C1=CC=C(NC(=O)C2=CC3=CC=C(C=C3C=C2)[C@@H]2OC[C@H](CO2)S[C@@H]([C@@](CN2N=CN=C2)(O)C2=C(C=C(C=C2)F)F)C)C=C1 (4′-Cyano-6-[trans-5-[[(1R,2R)-2-(2,4-difluorophenyl)-2-hydroxy-1-methyl-3-(1H-1,2,4-triazol-1-yl)propyl]thio]-1,3-dioxan-2-yl]-2-naphthoanilide). Isolated yield 85.7%. As a reaction SMILES: C[Al](C)C.[NH2:5][C:6]1[CH:13]=[CH:12][C:9]([C:10]#[N:11])=[CH:8][CH:7]=1.[F:14][C:15]1[CH:20]=[C:19]([F:21])[CH:18]=[CH:17][C:16]=1[C@@:22]([OH:52])([CH2:46][N:47]1[CH:51]=[N:50][CH:49]=[N:48]1)[C@H:23]([S:25][C@@H:26]1[CH2:31][O:30][C@@H:29]([C:32]2[CH:33]=[C:34]3[C:39](=[CH:40][CH:41]=2)[CH:38]=[C:37]([C:42](OC)=[O:43])[CH:36]=[CH:35]3)[O:28][CH2:27]1)[CH3:24].C(C(C(C([O-])=O)O)O)([O-])=O.[Na+].[K+]>C1(C)C=CC=CC=1.O>[C:10]([C:9]1[CH:12]=[CH:13][C:6]([NH:5][C:42]([C:37]2[CH:36]=[CH:35][C:34]3[C:39](=[CH:40][CH:41]=[C:32]([C@H:29]4[O:28][CH2:27][C@H:26]([S:25][C@H:23]([CH3:24])[C@:22]([C:16]5[CH:17]=[CH:18][C:19]([F:21])=[CH:20][C:15]=5[F:14])([OH:52])[CH2:46][N:47]5[CH:51]=[N:50][CH:49]=[N:48]5)[CH2:31][O:30]4)[CH:33]=3)[CH:38]=2)=[O:43])=[CH:7][CH:8]=1)#[N:11] |f:3.4.5|. Procedure: Trimethylaluminium (0.67 ml, 1.07M n-hexane solution, 0.72 mmol) was added dropwise to a solution of commercially available 4-aminobenzonitrile (85 mg, 0.72 mmol) in anhydrous toluene (4 ml) at room temperature with stirring under a nitrogen atmosphere. After stirring the mixture at room temperature for 10 minutes, a solution of methyl 6-[trans-5-[[(1R,2R)-2-(2,4-difluorophenyl)-2-hydroxy-1-methyl-3-(1H-1,2,4-triazol-1-yl)propyl]thio]-1,3-dioxan-2-yl]-2-naphthalenecarboxylate (100 mg, 0.18 mmol)... Starting materials: [BH4-], CC(C)(C)[Si](C)(C)Oc1cc(Br)cc(C=O)c1, C1CCOC1, [Na+], O. The product is CC(C)(C)[Si](C)(C)Oc1cc(Br)cc(CO)c1. Reaction SMILES: [BH4-:18].[Br:1][c:2]1[cH:3][c:4]([CH:5]=[O:6])[cH:7][c:8]([O:10][Si:11]([CH3:12])([CH3:13])[C:14]([CH3:15])([CH3:16])[CH3:17])[cH:9]1.[CH2:21]1[O:22][CH2:23][CH2:24][CH2:25]1.[Na+:19].[OH2:20]>>[Br:1][c:2]1[cH:3][c:4]([CH2:5][OH:6])[cH:7][c:8]([O:10][Si:11]([CH3:12])([CH3:13])[C:14]([CH3:15])([CH3:16])[CH3:17])[cH:9]1. Starting materials: FC1=C(C=CC(=C1)[N+](=O)[O-])CO ((2-fluoro-4-nitro-phenyl)-methanol), dioxide manganese. Run in ClCCl (dichloromethane). Conditions: time 8 hour. The product is FC1=C(C=O)C=CC(=C1)[N+](=O)[O-] (2-fluoro-4-nitro-benzaldehyde). The yield is 30.0%. As a reaction SMILES: [F:1][C:2]1[CH:7]=[C:6]([N+:8]([O-:10])=[O:9])[CH:5]=[CH:4][C:3]=1[CH2:11][OH:12]>ClCCl>[F:1][C:2]1[CH:7]=[C:6]([N+:8]([O-:10])=[O:9])[CH:5]=[CH:4][C:3]=1[CH:11]=[O:12]. Procedure: Add borane-tetrahydrofuran complex (16.21 mL, 1 M) to a mixture of 2-fluoro-4-nitro-benzoic acid (1.2 g) and tetrahydrofuran (10 mL) at 0° C. Heat at 80° C. for 3 hours. Cool at room temperature and add 1 N aqueous hydrochloric acid (20 mL) and extract with ethyl acetate. Wash with saturated aqueous sodium bicarbonate and dry the remaining organic phase over sodium sulfate and concentrate under reduced pressure to provide (0.91 g, 83%) of an oil. Add (2-fluoro-4-nitro-phenyl)-methanol (0.91 g) t... Reactants: Cl.NCCS (Cysteamine hydrochloride), CN(C)CC1=CC=CC(=N1)CO (6-Dimethylaminomethyl-2-hydroxymethylpyridine). Solvent: Br (hydrobromic acid). Conditions: time 8 hour. Yields the product CN(C)CC1=CC=CC(=N1)CSCCN (2-[(6-Dimethylaminomethyl-2-pyridyl)methylthio]ethylamine). The yield is 46.3%. As a reaction SMILES: Cl.[NH2:2][CH2:3][CH2:4][SH:5].[CH3:6][N:7]([CH2:9][C:10]1[N:15]=[C:14]([CH2:16]O)[CH:13]=[CH:12][CH:11]=1)[CH3:8]>Br>[CH3:6][N:7]([CH2:9][C:10]1[N:15]=[C:14]([CH2:16][S:5][CH2:4][CH2:3][NH2:2])[CH:13]=[CH:12][CH:11]=1)[CH3:8] |f:0.1|. Procedure details: Cysteamine hydrochloride (3.58 g; 31.5 mmoles) and 6-dimethylaminomethyl-2-hydroxymethylpyridine (5.0 g; 30.1 mmole) [prepared in Step B] were dissolved in 50 ml of 48% hydrobromic acid and the solution heated at reflux temperature for 12 hours and then allowed to stand at ambient temperature for 8 hours. The reaction mixture was evaporated under reduced pressure to half volume, made basic with 40% aqueous NaOH and extracted with several portions of methylene chloride. The combined organic phase... Starting materials: OC=1C=C(C(=O)OC)C=C(C1OC)OC (methyl 3-hydroxy-4,5-dimethoxybenzoate), BrC=1C=CC(=NC1)N1CCN(CCC1)C1=NC=C(C=C1)Br (1,4-bis(5-bromo-2-pyridyl)hexahydro-1,4-diazepine), C(C1=CC=CC=C1)OC=1C=C(C=C(C1OC)OC)B(O)O (3-benzyloxy-4,5-dimethoxyphenylboronic acid). Product: C(C1=CC=CC=C1)OC=1C=C(C=C(C1OC)OC)C=1C=CC(=NC1)N1CCN(CCC1)C1=NC=C(C=C1)C1=CC(=C(C(=C1)OC)OC)OCC1=CC=CC=C1 (1,4-bis[5-(3-benzyloxy-4,5-dimethoxyphenyl)-2-pyridyl]hexahydro-1,4-diazepine), oil. Isolated yield 84.0%. As a reaction SMILES: Br[C:2]1[CH:3]=[CH:4][C:5]([N:8]2[CH2:14][CH2:13][CH2:12][N:11]([C:15]3[CH:20]=[CH:19][C:18](Br)=[CH:17][N:16]=3)[CH2:10][CH2:9]2)=[N:6][CH:7]=1.[CH2:22]([O:29][C:30]1[CH:31]=[C:32](B(O)O)[CH:33]=[C:34]([O:38][CH3:39])[C:35]=1[O:36][CH3:37])[C:23]1[CH:28]=[CH:27][CH:26]=[CH:25][CH:24]=1.[OH:43][C:44]1[CH:45]=[C:46]([CH:51]=[C:52]([O:56][CH3:57])[C:53]=1[O:54][CH3:55])C(OC)=O>>[CH2:22]([O:29][C:30]1[CH:31]=[C:32]([C:2]2[CH:3]=[CH:4][C:5]([N:8]3[CH2:14][CH2:13][CH2:12][N:11]([C:15]4[CH:20]=[CH:19][C:18]([C:46]5[CH:51]=[C:52]([O:56][CH3:57])[C:53]([O:54][CH3:55])=[C:44]([O:43][CH2:22][C:23]6[CH:28]=[CH:27][CH:26]=[CH:25][CH:24]=6)[CH:45]=5)=[CH:17][N:16]=4)[CH2:10][CH2:9]3)=[N:6][CH:7]=2)[CH:33]=[C:34]([O:38][CH3:39])[C:35]=1[O:36][CH3:37])[C:23]1[CH:28]=[CH:27][CH:26]=[CH:25][CH:24]=1. Reported procedure: The procedure described in Example 31 was employed. From 1,4-bis(5-bromo-2-pyridyl)hexahydro-1,4-diazepine (115.0 mg, 0.280 mmol) synthesized in Reference Example 1 and 3-benzyloxy-4,5-dimethoxyphenylboronic acid (170.0 mg, 0.590 mmol) synthesized from methyl 3-hydroxy-4,5-dimethoxybenzoate (Indian J. Chem., 21B, 27-29, (1982)) by a similar procedure to that described in Reference Example 8, 1,4-bis[5-(3-benzyloxy-4,5-dimethoxyphenyl)-2-pyridyl]hexahydro-1,4-diazepine was obtained as a colorless...